From a dataset of the Open Reaction Database (ORD), a public repository of structured organic reaction records. describe an organic reaction: reactants, conditions, products, and yield The reactants are FC(C(C(C(C(C(O)(F)F)(F)F)(F)F)(F)F)(F)F)(C)F (dodecafluoroheptanol). The solvent is FC(C(C(C(C(F)(F)F)(F)F)(F)F)(F)F)(F)F (dodecafluoropentane), FC(C(C(C(C(F)(F)F)(F)F)(F)F)(F)F)(F)F (dodecafluoropentane). Product: FC(C(C(C(O)(F)F)(F)F)(F)F)(C)F (octafluoropentanol). Reaction SMILES: FC(F)(C)[C:3](F)(F)[C:4]([F:16])([F:15])[C:5]([F:14])([F:13])[C:6]([F:12])([F:11])[C:7]([F:10])([F:9])[OH:8]>FC(F)(F)C(F)(F)C(F)(F)C(F)(F)C(F)(F)F>[F:15][C:4]([F:16])([CH3:3])[C:5]([F:13])([F:14])[C:6]([F:11])([F:12])[C:7]([F:10])([F:9])[OH:8]. Procedure: A 1.0 mL portion of dodecafluoroheptanol (PCR) was added to 1.0 mL of dodecafluoropentane to form a clear, homogenous solution. The same quantity of octafluoropentanol in dodecafluoropentane yielded two clear, non-mixing phases. The addition of 2.0 to 4.0 mL water to the dodecafluoroheptanol-dodecafluoropentane yielded two non-mixing phases. Upon cooling to 4° C. the two clear phases changed to three clear phases. Starting materials: COCCBr, CCCC[P+](CCCC)(CCCC)CCCC, C1CCOC1, Cl, [OH-], Cc1cc(C(=O)O)ccc1O. Yields the product COCCOc1ccc(C(=O)O)cc1C. As a reaction SMILES: [Br:30][CH2:31][CH2:32][O:33][CH3:34].[CH2:13]([P+:14]([CH2:15][CH2:16][CH2:17][CH3:18])([CH2:19][CH2:20][CH2:21][CH3:22])[CH2:23][CH2:24][CH2:25][CH3:26])[CH2:27][CH2:28][CH3:29].[CH2:36]1[O:37][CH2:38][CH2:39][CH2:40]1.[ClH:35].[OH-:12].[OH:1][c:2]1[c:3]([CH3:11])[cH:4][c:5]([C:6](=[O:7])[OH:8])[cH:9][cH:10]1>>[O:1]([c:2]1[c:3]([CH3:11])[cH:4][c:5]([C:6](=[O:7])[OH:8])[cH:9][cH:10]1)[CH2:31][CH2:32][O:33][CH3:34]. Reactants: CC1=CC2=C(SC3=C(C(C2)O)C=CC=C3)C=C1 (10,11-dihydro-2-methyl-dibenzo[b,f]thiepin-10-ol), C1=CC=CC=C1 (benzene), [Cl-].[Ca+2].[Cl-] (calcium chloride), Cl (hydrogen chloride). Run at time 20 hour. Yields the product ClC1CC2=C(SC3=C1C=CC=C3)C=CC=C2C (10-chloro-10,11-dihydro-methyl-dibenzo[b,f]thiepine). Reaction SMILES: C[C:2]1[CH:17]=[CH:16][C:5]2[S:6][C:7]3[CH:15]=[CH:14][CH:13]=[CH:12][C:8]=3[CH:9](O)[CH2:10][C:4]=2[CH:3]=1.[Cl-:18].[Ca+2].[Cl-].Cl.[CH:22]1C=CC=CC=1>>[Cl:18][CH:9]1[C:8]2[CH:12]=[CH:13][CH:14]=[CH:15][C:7]=2[S:6][C:5]2[CH:16]=[CH:17][CH:2]=[C:3]([CH3:22])[C:4]=2[CH2:10]1 |f:1.2.3|. Procedure details: 10 g of 10,11-dihydro-2-methyl-dibenzo[b,f]thiepin-10-ol, 100 ml of absolute benzene and 10 g of finely powdered calcium chloride are saturated at room temperature with dry hydrogen chloride gas (ca 2 hours) and then stirred for a further 20 hours. The calcium chloride is subsequently filtered off under a vacuum and washed with chloroform and the filtrate concentrated under reduced pressure. There is obtained 10-chloro-10,11-dihydro-methyl-dibenzo[b,f]thiepine as a yellow oil which crystallises ... The product is OC(CNC(=O)C1=C(C(=C(C(=C1I)N1C(COCC1=O)CO)I)C(=O)NCC(CO)O)I)CO (N,N'-Bis(2,3-dihydroxypropyl)-5-[3-(hydroxymethyl)-5-oxo-4-morpholinyl]-2,4,6-triiodo-1,3-benzenedicarboxamide). Procedure details: To a solution of N,N'-bis[2,3-bis(acetyloxy)propyl]-5-[2-(Acetyloxy)methyl-5-oxo-4-morpholinyl]-2,4,6-triiodo-1,3-benzenedicarboxamide (5.15 g, 5 mmol) in anhydroous methanol (100 ml), was added a solution of sodium methoxide, prepared from sodium (25 mg) and anhydrous methanol (5 ml), and the mixture was stirred for 3 hours. The solution was adjusted to pH 7 by a slow addition of Dowex-50 (H+) resin and then filtered. The filtrate was concentrated in vacuo to obtain the crude product (3.85 g) a... Isolated yield 60.0%. Reaction SMILES: C([O:4][CH:5]([CH2:45][O:46]C(=O)C)[CH2:6][NH:7][C:8]([C:10]1[C:15]([I:16])=[C:14]([N:17]2[C:22](=[O:23])[CH2:21][O:20][CH:19](COC(=O)C)[CH2:18]2)[C:13]([I:29])=[C:12]([C:30]([NH:32][CH2:33][CH:34]([O:40]C(=O)C)[CH2:35][O:36]C(=O)C)=[O:31])[C:11]=1[I:44])=[O:9])(=O)C.[CH3:50][O-:51].[Na+].[Na]>CO.O>[OH:40][CH:34]([CH2:35][OH:36])[CH2:33][NH:32][C:30]([C:12]1[C:13]([I:29])=[C:14]([N:17]2[C:22](=[O:23])[CH2:21][O:20][CH2:19][CH:18]2[CH2:50][OH:51])[C:15]([I:16])=[C:10]([C:8]([NH:7][CH2:6][CH:5]([OH:4])[CH2:45][OH:46])=[O:9])[C:11]=1[I:44])=[O:31] |f:1.2,^1:52|. The reactants are [Na] (sodium), C(C)(=O)OC(CNC(=O)C1=C(C(=C(C(=C1I)N1CC(OCC1=O)COC(C)=O)I)C(=O)NCC(COC(C)=O)OC(C)=O)I)COC(C)=O (N,N'-bis[2,3-bis(acetyloxy)propyl]-5-[2-(Acetyloxy)methyl-5-oxo-4-morpholinyl]-2,4,6-triiodo-1,3-benzenedicarboxamide), C[O-].[Na+] (sodium methoxide). Solvent: CO (methanol), CO (methanol), O (water). Run at time 3 hour. The reactants are OC=C1C(NC2=CC(=CC=C12)C(=O)C=1C=C(C=CC1)NC(=O)C=1N(N=C(C1)C)C)=O (2,5-Dimethyl-2H-pyrazole-3-carboxylic acid [3-(3-hydroxymethylene-2-oxo-2,3-dihydro-1H-indole-6-carbonyl)-phenyl]-amide), C1CCOC1 (THF). Solvent: Hexanes. Conditions: temperature 65 celsius, time 24 hour. Product: C(C)N(CCOC1=CC=C(C=C1)NC=C1C(NC2=CC(=CC=C12)C(=O)C=1C=C(C=CC1)NC(=O)C=1N(N=C(C1)C)C)=O)CC (2,5-Dimethyl-2H-pyrazole-3-carboxylic acid [3-(3-{[4-(2-diethylamino-ethoxy)-phenylamino]-methylene}-2-oxo-2,3-dihydro-1H-indole-6-carbonyl)-phenyl]-amide). The yield is 8.8%. As a reaction SMILES: O[CH:2]=[C:3]1[C:11]2[C:6](=[CH:7][C:8]([C:12]([C:14]3[CH:15]=[C:16]([NH:20][C:21]([C:23]4[N:24]([CH3:29])[N:25]=[C:26]([CH3:28])[CH:27]=4)=[O:22])[CH:17]=[CH:18][CH:19]=3)=[O:13])=[CH:9][CH:10]=2)[NH:5][C:4]1=[O:30].[CH2:31]1[CH2:35][O:34][CH2:33][CH2:32]1>>[CH2:16]([N:20]([CH2:21][CH3:23])[CH2:31][CH2:35][O:34][C:33]1[CH:32]=[CH:11][C:6]([NH:5][CH:2]=[C:3]2[C:11]3[C:6](=[CH:7][C:8]([C:12]([C:14]4[CH:15]=[C:16]([NH:20][C:21]([C:23]5[N:24]([CH3:29])[N:25]=[C:26]([CH3:28])[CH:27]=5)=[O:22])[CH:17]=[CH:18][CH:19]=4)=[O:13])=[CH:9][CH:10]=3)[NH:5][C:4]2=[O:30])=[CH:7][CH:8]=1)[CH3:15]. Procedure: A small screw cap test tube was charged with 2,5-Dimethyl-2H-pyrazole-3-carboxylic acid [3-(3-hydroxymethylene-2-oxo-2,3-dihydro-1H-indole-6-carbonyl)-phenyl]-amide (as prepared in Example 60, 100 mg, 0.249 mmol) and THF (2 mL). To the resulting solution was added 4-(2-Diethylamino-ethoxy)-phenylamine1 (51.7 mg, 0.249 mmol), and the mixture was stirred for 24 h at 65° C. The reaction mixture was cooled to room temperature. Hexanes were added to the reaction mixture. The filtrate was then concent...